describe an organic reaction: reactants, conditions, products, and yield From a dataset of the Open Reaction Database (ORD), a public repository of structured organic reaction records. Starting materials: C(C)N(CCCC(O)C1=CC=C(C=C1)NS(=O)(=O)C)CCCCCC(C)(C)F (N-(4-(4-(Ethyl(6-fluoro-6-methylheptyl)amino)-1-hydroxybutyl)phenyl)methanesulfonamide), FC(C(=O)O)(F)F (trifluoroacetic acid). The product is C(C)N(CC/C=C/C1=CC=C(C=C1)NS(=O)(=O)C)CCCCCC(C)(C)F ((E)-N-(4-(4-(Ethyl(6-fluoro-6-methylheptyl)amino)-1-butenyl)phenyl)methanesulfonamide). Reaction SMILES: [CH2:1]([N:3]([CH2:20][CH2:21][CH2:22][CH2:23][CH2:24][C:25]([F:28])([CH3:27])[CH3:26])[CH2:4][CH2:5][CH2:6][CH:7]([C:9]1[CH:14]=[CH:13][C:12]([NH:15][S:16]([CH3:19])(=[O:18])=[O:17])=[CH:11][CH:10]=1)O)[CH3:2].FC(F)(F)C(O)=O>>[CH2:1]([N:3]([CH2:20][CH2:21][CH2:22][CH2:23][CH2:24][C:25]([F:28])([CH3:27])[CH3:26])[CH2:4][CH2:5]/[CH:6]=[CH:7]/[C:9]1[CH:14]=[CH:13][C:12]([NH:15][S:16]([CH3:19])(=[O:17])=[O:18])=[CH:11][CH:10]=1)[CH3:2]. Reported procedure: In the process as described in Example 2 the product from Example 17 is treated with trifluoroacetic acid to give the titled compound. The reactants are rust, [Li].C(C)OC(C(=CC(=O)C1=CC=C(C=C1)Cl)O)=O (4-(4-Chlorophenyl)-2-hydroxy-4-oxo-but-2-enoic acid ethyl ester lithium salt), [OH-].[K+] (potassium hydroxide), Cl.ClC1=C(C=CC=C1)NN (2-Chlorophenylhydrazine hydrochloride), [OH-].[K+] (potassium hydroxide), Cl (hydrochloric acid). Solvent: C(C)O (ethanol). Conditions: temperature 0 celsius, time 3 hour. Yields the product ClC1=C(C=CC=C1)N1N=C(C=C1C1=CC=C(C=C1)Cl)C(=O)O (1-(2-chlorophenyl)-5-(4-chlorophenyl)-1H-pyrazole-3-carboxylic acid). Reaction SMILES: [Li].C([O:4][C:5](=[O:18])[C:6](O)=[CH:7][C:8]([C:10]1[CH:15]=[CH:14][C:13]([Cl:16])=[CH:12][CH:11]=1)=O)C.Cl.[Cl:20][C:21]1[CH:26]=[CH:25][CH:24]=[CH:23][C:22]=1[NH:27][NH2:28].[OH-].[K+].Cl>C(O)C>[Cl:20][C:21]1[CH:26]=[CH:25][CH:24]=[CH:23][C:22]=1[N:27]1[C:8]([C:10]2[CH:11]=[CH:12][C:13]([Cl:16])=[CH:14][CH:15]=2)=[CH:7][C:6]([C:5]([OH:4])=[O:18])=[N:28]1 |f:0.1,2.3,4.5,^1:0|. Procedure details: 4-(4-Chlorophenyl)-2-hydroxy-4-oxo-but-2-enoic acid ethyl ester lithium salt I-6a (30.26 g, 116 mmoles) was suspended in 242 ml of ethanol. 2-Chlorophenylhydrazine hydrochloride (20.88 g, 116 mmoles) was added portionwise as a solid over 45 minutes while maintaining an internal temperature between 30–40° C. Note: Reaction mixture goes from a yellow suspension to a dark orange suspension. Reaction stirred for 3 hours while maintaining internal temperature between 25–35° C. An aqueous potassium hy... The reactants are Cc1nc2c(OCc3c(Cl)ccc(N(C)C(=O)CN)c3Cl)cccn2c1Br, ClCCl, CC(=O)OC(C)=O, CN(C)c1ccncc1, c1ccncc1. The product is CC(=O)NCC(=O)N(C)c1ccc(Cl)c(COc2cccn3c(Br)c(C)nc23)c1Cl. RXN SMILES: [Br:1][c:2]1[c:3]([CH3:27])[n:4][c:5]2[n:6]1[cH:7][cH:8][cH:9][c:10]2[O:11][CH2:12][c:13]1[c:14]([Cl:26])[c:15]([N:20]([CH3:21])[C:22]([CH2:23][NH2:24])=[O:25])[cH:16][cH:17][c:18]1[Cl:19].[CH2:41]([Cl:42])[Cl:43].[CH3:34][C:35](=[O:36])[O:37][C:38](=[O:39])[CH3:40].[CH3:44][N:45]([CH3:46])[c:47]1[cH:48][cH:49][n:50][cH:51][cH:52]1.[cH:28]1[cH:29][cH:30][n:31][cH:32][cH:33]1>>[Br:1][c:2]1[c:3]([CH3:27])[n:4][c:5]2[n:6]1[cH:7][cH:8][cH:9][c:10]2[O:11][CH2:12][c:13]1[c:14]([Cl:26])[c:15]([N:20]([CH3:21])[C:22]([CH2:23][NH:24][C:35]([CH3:34])=[O:36])=[O:25])[cH:16][cH:17][c:18]1[Cl:19]. The reactants are ClC1=C(C=O)C=CC=C1 (2-chlorobenzaldehyde), CC(C)(S)C (1,1-dimethylethanethiol). Yields the product CC(C)(SC1=C(C=O)C=CC=C1)C (2-(1,1-dimethylethylthio)benzaldehyde). RXN SMILES: Cl[C:2]1[CH:9]=[CH:8][CH:7]=[CH:6][C:3]=1[CH:4]=[O:5].[CH3:10][C:11]([CH3:14])([SH:13])[CH3:12]>>[CH3:10][C:11]([CH3:14])([S:13][C:2]1[CH:9]=[CH:8][CH:7]=[CH:6][C:3]=1[CH:4]=[O:5])[CH3:12]. Procedure: reacting 2-chlorobenzaldehyde with 1,1-dimethylethanethiol in the presence of a base to form 2-(1,1-dimethylethylthio)benzaldehyde; The reactants are Cc1cnc(N2CCN(C(=O)c3ccc(Cl)cc3Br)CC2)c(C)c1, CC1CCS(=O)(=O)N1. Yields the product Cc1cnc(N2CCN(C(=O)c3ccc(Cl)cc3N3C(C)CCS3(=O)=O)CC2)c(C)c1. As a reaction SMILES: [Br:1][c:2]1[c:3]([C:9](=[O:10])[N:11]2[CH2:12][CH2:13][N:14]([c:17]3[n:18][cH:19][c:20]([CH3:24])[cH:21][c:22]3[CH3:23])[CH2:15][CH2:16]2)[cH:4][cH:5][c:6]([Cl:8])[cH:7]1.[CH3:25][CH:26]1[NH:27][S:28](=[O:31])(=[O:32])[CH2:29][CH2:30]1>>[c:2]1([N:27]2[CH:26]([CH3:25])[CH2:30][CH2:29][S:28]2(=[O:31])=[O:32])[c:3]([C:9](=[O:10])[N:11]2[CH2:12][CH2:13][N:14]([c:17]3[n:18][cH:19][c:20]([CH3:24])[cH:21][c:22]3[CH3:23])[CH2:15][CH2:16]2)[cH:4][cH:5][c:6]([Cl:8])[cH:7]1. Procedure details: Cesium carbonate (4.68 g, 14.4 mmol), 2-chloroquinoline (0.782 g, 4.8 mmol) and tert-butyl azetidin-3-yl-carbamate hydrochloride (1.0 g, 4.8 mmol) were dissolved in dry dimethylformamide (15 mL) and the resulting mixture was heated at 120° C. overnight. The mixture was diluted with water (40 mL) and extracted with ethyl acetate (2×50 mL). The combined organic extracts were washed with water (30 mL) and brine (30 mL), then dried over sodium sulfate. The organic was evaporated in vacuo and the res... Yield: 80.0%. Yields the product N1=C(C=CC2=CC=CC=C12)N1CC(C1)NC(OC(C)(C)C)=O (tert-butyl (1-(quinolin-2-yl)azetidin-3-yl)-carbamate). Run at temperature 120 celsius. Run in CN(C=O)C (dimethylformamide), O (water). RXN SMILES: C(=O)([O-])[O-].[Cs+].[Cs+].Cl[C:8]1[CH:17]=[CH:16][C:15]2[C:10](=[CH:11][CH:12]=[CH:13][CH:14]=2)[N:9]=1.Cl.[NH:19]1[CH2:22][CH:21]([NH:23][C:24](=[O:30])[O:25][C:26]([CH3:29])([CH3:28])[CH3:27])[CH2:20]1>CN(C)C=O.O>[N:9]1[C:10]2[C:15](=[CH:14][CH:13]=[CH:12][CH:11]=2)[CH:16]=[CH:17][C:8]=1[N:19]1[CH2:22][CH:21]([NH:23][C:24](=[O:30])[O:25][C:26]([CH3:28])([CH3:27])[CH3:29])[CH2:20]1 |f:0.1.2,4.5|. Starting materials: C([O-])([O-])=O.[Cs+].[Cs+] (Cesium carbonate), ClC1=NC2=CC=CC=C2C=C1 (2-chloroquinoline), Cl.N1CC(C1)NC(OC(C)(C)C)=O (tert-butyl azetidin-3-yl-carbamate hydrochloride). Reactants: Cl (HCl), [OH-].[Na+] (NaOH), OO (H2O2), C(C=C)C1(CCN(C(O1)=O)CCC1=CC=CC=C1)C1=CC=CC=C1 (6-allyl-3-phenethyl-6-phenyl-[1,3]oxazinan-2-one), B.C1CCOC1 (BH3.THF). Run in O (water), O (water), C1CCOC1 (THF). Conditions: temperature 0 celsius, time 2 hour. Yields the product OCCCC1(CCN(C(O1)=O)CCC1=CC=CC=C1)C1=CC=CC=C1 (6-(3-hydroxypropyl)-3-phenethyl-6-phenyl-1,3-oxazinan-2-one). RXN SMILES: [CH2:1]([C:4]1([C:19]2[CH:24]=[CH:23][CH:22]=[CH:21][CH:20]=2)[O:9][C:8](=[O:10])[N:7]([CH2:11][CH2:12][C:13]2[CH:18]=[CH:17][CH:16]=[CH:15][CH:14]=2)[CH2:6][CH2:5]1)[CH:2]=[CH2:3].B.C1C[O:29]CC1.[OH-].[Na+].OO.Cl>C1COCC1.O>[OH:29][CH2:3][CH2:2][CH2:1][C:4]1([C:19]2[CH:24]=[CH:23][CH:22]=[CH:21][CH:20]=2)[O:9][C:8](=[O:10])[N:7]([CH2:11][CH2:12][C:13]2[CH:14]=[CH:15][CH:16]=[CH:17][CH:18]=2)[CH2:6][CH2:5]1 |f:1.2,3.4|. Reported procedure: To a solution of 6-allyl-3-phenethyl-6-phenyl-[1,3]oxazinan-2-one (100 mg, 0.31 mmol) in dry THF (4 mL) was added dropwise BH3.THF (0.6 mL, 0.62 mmol, 1 M) at 0° C. After 2 h at rt, the reaction mixture was cooled to 0° C., and water (1 mL), aqueous NaOH (1 mL, 3 M) and H2O2 (0.5 mL, 30%) were successively added. The mixture was stirred for 2-3 h at rt, and then diluted with water (8 mL). The pH of the mixture was adjusted to 6-7 with 0.5 N HCl. The layers were separated, and the aqueous phase w...